Task: describe an organic reaction: reactants, conditions, products, and yield. Dataset: the Open Reaction Database (ORD), a public repository of structured organic reaction records Starting materials: CC(C)=O, CCOC(=O)c1c(C(F)(F)F)nc(C(F)(F)F)c(C)c1O, CCI, [K+], [K+], O=C([O-])[O-]. Product: CCOC(=O)c1c(C(F)(F)F)nc(C(F)(F)F)c(C)c1OCC. As a reaction SMILES: [CH3:31][C:32](=[O:33])[CH3:34].[F:1][C:2]([c:3]1[n:4][c:5]([C:16]([F:17])([F:18])[F:19])[c:6]([CH3:15])[c:7]([OH:14])[c:8]1[C:9](=[O:10])[O:11][CH2:12][CH3:13])([F:20])[F:21].[I:28][CH2:29][CH3:30].[K+:22].[K+:23].[O-:24][C:25]([O-:26])=[O:27]>>[F:1][C:2]([c:3]1[n:4][c:5]([C:16]([F:17])([F:18])[F:19])[c:6]([CH3:15])[c:7]([O:14][CH2:29][CH3:30])[c:8]1[C:9](=[O:10])[O:11][CH2:12][CH3:13])([F:20])[F:21]. The reactants are ClC1=CC(=C(C=C1)C=1CCN(CC1)C(=O)OC(C)(C)C)[C@H](C)N=[N+]=[N-] (tert-butyl 4-{4-chloro-2-[(1S)-1-(azido)ethyl]phenyl}-3,6dihydropyridine-1-carboxylate). Reagents/catalysts: [Pt](=O)=O (platinum (IV) oxide). Solvent: C(C)O (ethanol). Run at time 15 hour. Product: N[C@@H](C)C1=C(C=CC(=C1)Cl)C1CCN(CC1)C(=O)OC(C)(C)C (tert-butyl 4-{2-[(1S)-1-aminoethyl]-4-chlorophenyl}piperidine-1-carboxylate). Reaction SMILES: [Cl:1][C:2]1[CH:7]=[CH:6][C:5]([C:8]2[CH2:9][CH2:10][N:11]([C:14]([O:16][C:17]([CH3:20])([CH3:19])[CH3:18])=[O:15])[CH2:12][CH:13]=2)=[C:4]([C@@H:21]([N:23]=[N+]=[N-])[CH3:22])[CH:3]=1>C(O)C.[Pt](=O)=O>[NH2:23][C@H:21]([C:4]1[CH:3]=[C:2]([Cl:1])[CH:7]=[CH:6][C:5]=1[CH:8]1[CH2:13][CH2:12][N:11]([C:14]([O:16][C:17]([CH3:18])([CH3:20])[CH3:19])=[O:15])[CH2:10][CH2:9]1)[CH3:22]. Procedure details: A mixture of tert-butyl 4-{4-chloro-2-[(1S)-1-(azido)ethyl]phenyl}-3,6dihydropyridine-1-carboxylate (22.9 g, 63.1 mmol) and platinum (IV) oxide (1.08 g, 4.73 mmol) in ethanol/glacial acetic acid (1:1, 200 mL) was hydrogenated at atmospheric pressure for approximately 15 h. The resulting mixture was degassed via three vacuum/hydrogen ingress cycles to remove the liberated nitrogen and the hydrogenation was then continued for a further 24 h. The reaction mixture was filtered through a short column... Starting materials: B, B, O=C(NC1CC=CCC1NC(=O)OCc1ccccc1)OCc1ccccc1, CSC, [Na+], C1CCOC1, [OH-], OO. The product is O=C(NC1CCC(O)CC1NC(=O)OCc1ccccc1)OCc1ccccc1. Reaction SMILES: [BH3:32].[BH3:33].[CH2:1]([c:2]1[cH:3][cH:4][cH:5][cH:6][cH:7]1)[O:8][C:9](=[O:10])[NH:11][CH:12]1[CH:13]([NH:18][C:19](=[O:20])[O:21][CH2:22][c:23]2[cH:24][cH:25][cH:26][cH:27][cH:28]2)[CH2:14][CH:15]=[CH:16][CH2:17]1.[CH3:29][S:30][CH3:31].[Na+:35].[O:38]1[CH2:39][CH2:40][CH2:41][CH2:42]1.[OH-:34].[OH:36][OH:37]>>[CH2:1]([c:2]1[cH:3][cH:4][cH:5][cH:6][cH:7]1)[O:8][C:9](=[O:10])[NH:11][CH:12]1[CH:13]([NH:18][C:19](=[O:20])[O:21][CH2:22][c:23]2[cH:24][cH:25][cH:26][cH:27][cH:28]2)[CH2:14][CH2:15][CH:16]([OH:34])[CH2:17]1. The reactants are O=C(O)C1CCCN1C(=O)OCc1ccccc1, CSCCC(NC(=O)OC(C)(C)C)C(=O)Nc1cccc(C)c1C(=O)O, CN1CCOCC1, CN(C)C=O, CC(C)COC(=O)Cl, C1CCOC1. The product is CSCCC(NC(=O)C1CCCN1C(=O)OCc1ccccc1)C(=O)Nc1cccc(C)c1C(=O)O. RXN SMILES: [CH2:42]([c:43]1[cH:44][cH:45][cH:46][cH:47][cH:48]1)[O:49][C:50](=[O:51])[N:52]1[CH:53]([C:54]([OH:55])=[O:56])[CH2:57][CH2:58][CH2:59]1.[CH3:1][c:2]1[cH:3][cH:4][cH:5][c:6]([NH:11][C:12]([CH:13]([NH:14][C:15]([O:17][C:16]([CH3:18])([CH3:19])[CH3:20])=[O:21])[CH2:22][CH2:23][S:24][CH3:25])=[O:26])[c:7]1[C:8](=[O:9])[OH:10].[CH3:27][N:28]1[CH2:29][CH2:30][O:31][CH2:32][CH2:33]1.[CH3:65][N:66]([CH3:67])[CH:68]=[O:69].[Cl:34][C:35]([O:36][CH2:37][CH:38]([CH3:39])[CH3:40])=[O:41].[O:60]1[CH2:61][CH2:62][CH2:63][CH2:64]1>>[CH3:1][c:2]1[cH:3][cH:4][cH:5][c:6]([NH:11][C:12]([CH:13]([NH:14][C:15](=[O:17])[CH:53]2[N:52]([C:50]([O:49][CH2:42][c:43]3[cH:44][cH:45][cH:46][cH:47][cH:48]3)=[O:51])[CH2:59][CH2:58][CH2:57]2)[CH2:22][CH2:23][S:24][CH3:25])=[O:26])[c:7]1[C:8](=[O:9])[OH:10]. Starting materials: BrC1=CC=CC(=N1)C(C#N)(C)C (2-(6-bromopyridin-2-yl)-2-methylpropanenitrile), NC=1SC(=CC1C(=O)N)C1=C(C=C(C=C1F)C(C)(C)O)F (2-amino-5-[2,6-difluoro-4-(1-hydroxy-1-methylethyl)phenyl]thiophene-3-carboxamide). Yields the product C(#N)C(C)(C)C1=CC=CC(=N1)NC=1SC(=CC1C(=O)N)C1=C(C=C(C=C1F)C(C)(C)O)F (2-{[6-(1-Cyano-1-methylethyl)pyridin-2-yl]amino}-5-[2,6-difluoro-4-(1-hydroxy-1-methylethyl)phenyl]thiophene-3-carboxamide). As a reaction SMILES: Br[C:2]1[N:7]=[C:6]([C:8]([CH3:12])([CH3:11])[C:9]#[N:10])[CH:5]=[CH:4][CH:3]=1.[NH2:13][C:14]1[S:15][C:16]([C:22]2[C:27]([F:28])=[CH:26][C:25]([C:29]([OH:32])([CH3:31])[CH3:30])=[CH:24][C:23]=2[F:33])=[CH:17][C:18]=1[C:19]([NH2:21])=[O:20]>>[C:9]([C:8]([C:6]1[N:7]=[C:2]([NH:13][C:14]2[S:15][C:16]([C:22]3[C:23]([F:33])=[CH:24][C:25]([C:29]([OH:32])([CH3:30])[CH3:31])=[CH:26][C:27]=3[F:28])=[CH:17][C:18]=2[C:19]([NH2:21])=[O:20])[CH:3]=[CH:4][CH:5]=1)([CH3:12])[CH3:11])#[N:10]. Procedure details: The title compound was prepared according to the general procedure in Example 1 using 2-(6-bromopyridin-2-yl)-2-methylpropanenitrile (108 mg, 0.48 mmol) and 2-amino-5-[2,6-difluoro-4-(1-hydroxy-1-methylethyl)phenyl]thiophene-3-carboxamide (150 mg, 0.48 mmol) as the starting materials. Reactants: [C@@H]1([C@H](O)[C@H](O)[C@@H](CO)O1)N1C(=O)N=C(N)C=C1 (cytidine), C(C=C)(=O)OC (methyl acrylate), cupric chloride. The reagents and catalysts are [Pd](Cl)Cl.[Li] (lithium palladium chloride). The solvent is CO (methanol), CO (methanol). Reaction conditions: time 14 hour. Yields the product COC(=O)/C=C/C=1C(=NC(N([C@H]2[C@H](O)[C@H](O)[C@@H](CO)O2)C1)=O)N ((E)-5-(2-methoxycarbonyl ethenyl) cytidine). As a reaction SMILES: [C@@H:1]1([N:10]2[CH:17]=[CH:16][C:14]([NH2:15])=[N:13][C:11]2=[O:12])[O:9][C@H:6]([CH2:7][OH:8])[C@@H:4]([OH:5])[C@H:2]1[OH:3].[C:18]([O:22][CH3:23])(=[O:21])[CH:19]=[CH2:20]>CO.[Pd](Cl)Cl.[Li]>[CH3:23][O:22][C:18](/[CH:19]=[CH:20]/[C:16]1[C:14]([NH2:15])=[N:13][C:11](=[O:12])[N:10]([CH:17]=1)[C@@H:1]1[O:9][C@H:6]([CH2:7][OH:8])[C@@H:4]([OH:5])[C@H:2]1[OH:3])=[O:21] |f:3.4,^1:28|. Reported procedure: A suspension of 19.1 g of 5-chloromercuriccytidine (b) in 150 ml of methanol was prepared and then 210 ml of a methanol solution of 0.1 M lithium palladium chloride (Li2PdCl4), 40 ml of methyl acrylate, and 4.12 g of cupric chloride were added to above suspension and the mixture was stirred at room temperature for 14 hours. The palladium precipitate was removed by filtration and hydrogen sulfide was bubbled into the filtrate and the formed precipitate was removed by Celite filtration. The filtra...